Task: describe an organic reaction: reactants, conditions, products, and yield. Dataset: the Open Reaction Database (ORD), a public repository of structured organic reaction records Starting materials: ClC1=NC(=NC=N1)NC=1C=C(C=CC1)CS(=O)(=O)N (3-[(4-Chloro-1,3,5-triazin-2-yl)amino]benzenemethanesulfonamide), C[C@@H]1NCCC1 ((S)-2-methylpyrrolidine). Yields the product C[C@@H]1N(CCC1)C1=NC(=NC=N1)NC=1C=C(C=CC1)CS(=O)(=O)N ((S)-3-[(4-(2-Methylpyrrolidin-1-yl)-1,3,5-triazin-2-yl)amino]-benzenemethanesulfonamide). Reaction SMILES: Cl[C:2]1[N:7]=[CH:6][N:5]=[C:4]([NH:8][C:9]2[CH:10]=[C:11]([CH2:15][S:16]([NH2:19])(=[O:18])=[O:17])[CH:12]=[CH:13][CH:14]=2)[N:3]=1.[CH3:20][C@H:21]1[CH2:25][CH2:24][CH2:23][NH:22]1>>[CH3:20][C@H:21]1[CH2:25][CH2:24][CH2:23][N:22]1[C:2]1[N:7]=[CH:6][N:5]=[C:4]([NH:8][C:9]2[CH:10]=[C:11]([CH2:15][S:16]([NH2:19])(=[O:18])=[O:17])[CH:12]=[CH:13][CH:14]=2)[N:3]=1. Reported procedure: B53 was prepared following the general procedure reported for B10 using A1 and (S)-2-methylpyrrolidine; yield: 195.5 mg (56%), colorless amorphous solid. 1H NMR (400 MHz, d6-DMSO, 300K) δ 1.17 and 1.24 (2 d, J=6.3 Hz, 3H), 1.60-1.70 (m, 1H), 1.82-2.08 (m, 3H), 3.38-3.64 (m, 2H), 4.12-4.29 (m, 1H), 4.18 (s, 2H), 6.82 (2 s, 2H), 6.94-7.00 (m, 1H), 7.25 (t, J=7.9 Hz, 1H), 7.68 (d, J=9.0 Hz, 1H), 7.83-7.90 (m, 1H), 8.18 (s, 1H), 9.58 (s, 1H). MS (ES) C15H20N6O2S requires: 348. found: 349 (M+H)+. The reactants are BrC1=CN=C2C(=NC(=NN21)Cl)N(CC2=CC=C(C=C2)OC)CC (7-bromo-2-chloro-N-ethyl-N-(4-methoxybenzyl)imidazo[2,1-f][1,2,4]triazin-4-amine), [Cu]C#N (copper(I) cyanide). Run in CN1CCCC1=O (NMP). Run at temperature 25 celsius, time 5 minute. Product: ClC1=NN2C(C(=N1)N(CC1=CC=C(C=C1)OC)CC)=NC=C2C#N (2-chloro-4-(ethyl(4-methoxybenzyl)amino)imidazo[2,1-f][1,2,4]triazine-7-carbonitrile). Isolated yield 101.9%. Reaction SMILES: Br[C:2]1[N:10]2[C:5]([C:6]([N:12]([CH2:22][CH3:23])[CH2:13][C:14]3[CH:19]=[CH:18][C:17]([O:20][CH3:21])=[CH:16][CH:15]=3)=[N:7][C:8]([Cl:11])=[N:9]2)=[N:4][CH:3]=1.[Cu][C:25]#[N:26]>CN1C(=O)CCC1>[Cl:11][C:8]1[N:7]=[C:6]([N:12]([CH2:22][CH3:23])[CH2:13][C:14]2[CH:19]=[CH:18][C:17]([O:20][CH3:21])=[CH:16][CH:15]=2)[C:5]2=[N:4][CH:3]=[C:2]([C:25]#[N:26])[N:10]2[N:9]=1. Reported procedure: To an oven dried 500 ml round bottom flask was added 7-bromo-2-chloro-N-ethyl-N-(4-methoxybenzyl)imidazo[2,1-f][1,2,4]triazin-4-amine (12.5 g, 31.5 mmol) and copper(I) cyanide (9.0 g, 100 mmol). The flask was caped under nitrogen and NMP (250 mL) was added. The mixture stirred 5 min at 25° C. and the flask was evacuated and back-filled with nitrogen 3×. The reaction stirred at 135° C. (oil bath) 21 hr. The reaction cooled to 25° C., diluted with ethyl acetate (500 ml) and filter through celite b... Reactants: C1(CCCC1)C1=NN=C(C(N1)=O)C(CC)NC(=O)C1CCCC1 (N-[1-(3-cyclopentyl-5-oxo-4,5-dihydro-1,2,4-triazin-6-yl)propyl]cyclopentanecarboxamide), P(=O)(Cl)(Cl)Cl (phosphoric trichloride). Yields the product C1(CCCC1)C1=NN2C(C(N1)=O)=C(N=C2C2CCCC2)CC (2,7-Dicyclopentyl-5-ethylimidazo[5,1-f][1,2,4]triazin-4(3H)-one). Procedure: In analogy to the procedure for Example 1, 290 mg (0.90 mmol) crude N-[1-(3-cyclopentyl-5-oxo-4,5-dihydro-1,2,4-triazin-6-yl)propyl]cyclopentanecarboxamide, 140 mg (0.90 mmol) phosphoric trichloride are stirred at reflux for 3 hours, proportionate amounts of the solvents are used. As a reaction SMILES: [CH:1]1([C:6]2[NH:11][C:10](=[O:12])[C:9]([CH:13]([NH:16][C:17]([CH:19]3[CH2:23][CH2:22][CH2:21][CH2:20]3)=O)[CH2:14][CH3:15])=[N:8][N:7]=2)[CH2:5][CH2:4][CH2:3][CH2:2]1.P(Cl)(Cl)(Cl)=O>>[CH:1]1([C:6]2[NH:11][C:10](=[O:12])[C:9]3=[C:13]([CH2:14][CH3:15])[N:16]=[C:17]([CH:19]4[CH2:23][CH2:22][CH2:21][CH2:20]4)[N:8]3[N:7]=2)[CH2:5][CH2:4][CH2:3][CH2:2]1. Reactants: S(=O)(=O)([O-])[O-].[Na+].[Na+] (sodium sulphate), C([O-])([O-])=O.[Na+].[Na+] (sodium carbonate). Product: S(=O)(=O)([O-])[O-].[Na+].[Na+].C([O-])([O-])=O.[Na+].[Na+] (sodium sulfate sodium carbonate). As a reaction SMILES: [S:1]([O-:5])([O-:4])(=[O:3])=[O:2].[Na+:6].[Na+].[C:8](=[O:11])([O-:10])[O-:9].[Na+].[Na+]>>[S:1]([O-:5])([O-:4])(=[O:3])=[O:2].[Na+:6].[Na+:6].[C:8](=[O:9])([O-:11])[O-:10].[Na+:6].[Na+:6] |f:0.1.2,3.4.5,6.7.8.9.10.11|. Procedure details: The spent leaching liquor containing sodium sulphate and non-reacted sodium carbonate in an approximately 7/1 weight ratio is subjected to fractional crystallization by cooling the said solution to 18 degrees Centigrade to precipitate deca-hydrated sodium sulfate Na2SO4.10 H2O and leaving a sodium sulfate-sodium carbonate saturated solution containing about equal parts of both said chemical species. The crystallized solid, that accounts for the 59% by weight of the spent solution, is separated f... The reactants are O=C([O-])[O-], C=CCBr, CC#N, [K+], [K+], COC(=O)c1cc(C(C)C)c(O)cc1O. The product is C=CCOc1cc(O)c(C(=O)OC)cc1C(C)C. Reaction SMILES: [C:16](=[O:17])([O-:18])[O-:19].[CH2:22]([CH:23]=[CH2:24])[Br:25].[CH3:26][C:27]#[N:28].[K+:20].[K+:21].[OH:1][c:2]1[c:3]([C:4](=[O:5])[O:6][CH3:7])[cH:8][c:9]([CH:13]([CH3:14])[CH3:15])[c:10]([OH:12])[cH:11]1>>[OH:1][c:2]1[c:3]([C:4](=[O:5])[O:6][CH3:7])[cH:8][c:9]([CH:13]([CH3:14])[CH3:15])[c:10]([O:12][CH2:24][CH:23]=[CH2:22])[cH:11]1. The reactants are C(C(C)(C)C)NCC=1NC(C2=C(N1)CCOC2)=O (2-((neopentylamino)methyl)-7,8-dihydro-3H-pyrano[4,3-d]pyrimidin-4(5H)-one), FC1=CC=C(C(=O)C2CCN(CC2)CC(=O)O)C=C1 (2-(4-(4-fluorobenzoyl)piperidin-1-yl)acetic acid), C27H35FN4O4. Product: FC1=CC=C(C(=O)C2CCN(CC2)CC(=O)N(CC=2NC(C3=C(N2)CCOC3)=O)CC(C)(C)C)C=C1 (2-(4-(4-Fluorobenzoyl)piperidin-1-yl)-N-neopentyl-N-((4-oxo-4,5,7,8-tetrahydro-3H-pyrano[4,3-d]pyrimidin-2-yl)methyl)acetamide). Yield: 17.0%. RXN SMILES: [CH2:1]([NH:6][CH2:7][C:8]1[NH:9][C:10](=[O:18])[C:11]2[CH2:17][O:16][CH2:15][CH2:14][C:12]=2[N:13]=1)[C:2]([CH3:5])([CH3:4])[CH3:3].[F:19][C:20]1[CH:37]=[CH:36][C:23]([C:24]([CH:26]2[CH2:31][CH2:30][N:29]([CH2:32][C:33](O)=[O:34])[CH2:28][CH2:27]2)=[O:25])=[CH:22][CH:21]=1>>[F:19][C:20]1[CH:21]=[CH:22][C:23]([C:24]([CH:26]2[CH2:27][CH2:28][N:29]([CH2:32][C:33]([N:6]([CH2:1][C:2]([CH3:5])([CH3:4])[CH3:3])[CH2:7][C:8]3[NH:9][C:10](=[O:18])[C:11]4[CH2:17][O:16][CH2:15][CH2:14][C:12]=4[N:13]=3)=[O:34])[CH2:30][CH2:31]2)=[O:25])=[CH:36][CH:37]=1. Procedure details: The title compound (17 mg) was prepared following the general procedure of Example 1 from 2-((neopentylamino)methyl)-7,8-dihydro-3H-pyrano[4,3-d]pyrimidin-4(5H)-one (50 mg, 0.20 mmol) and 2-(4-(4-fluorobenzoyl)piperidin-1-yl)acetic acid (62 mg, 0.20 mmol). 1H NMR (400 MHz, CDC3) δ 7.98 (dd, J=9.0, 5.5 Hz, 2H), 7.07-7.21 (m, 2H), 4.61 (s, 2H), 4.49 (br. s., 2H), 3.86-4.05 (m, 2H), 3.30-3.50 (m, 3H), 3.13-3.29 (m, 2H), 2.90-3.13 (m, 2H), 2.52-2.76 (m, 4H), 2.01-2.27 (m, 3H), 1.88 (d, J=3.0 Hz, 1H)...